Dataset: the Open Reaction Database (ORD), a public repository of structured organic reaction records. Task: describe an organic reaction: reactants, conditions, products, and yield Starting materials: Cl, Cl, [Li+], O, O=S([O-])c1ccco1. Yields the product O=S(=O)(Cl)c1ccco1. RXN SMILES: [Cl:11].[ClH:1].[Li+:10].[OH2:12].[o:2]1[c:3]([S:7](=[O:8])[O-:9])[cH:4][cH:5][cH:6]1>>[Cl:1][S:7]([c:3]1[o:2][cH:6][cH:5][cH:4]1)(=[O:8])=[O:9]. The reactants are CCN=C=NCCCN(C)C.Cl (WSC hydrochloride), C=1C=CC2=C(C1)N=NN2O (HOBT), ClC=1C=C(C=CC1)C1N=C(NC(=C1C(=O)O)COCCC1CCCCC1)C1=CC=CC=C1 (4-(3-chlorophenyl)-6-[(2-cyclohexylethoxy)methyl]-2-phenyl-1,4-dihydropyrimidine-5-carboxylic acid), C(C=CC1=CC=CC=C1)N (cinnamylamine). Run in ClCCl (dichloromethane), ClCCl (dichloromethane). Reaction conditions: time 3 hour. The product is ClC=1C=C(C=CC1)C1N=C(NC(=C1C(NCC=CC1=CC=CC=C1)=O)COCCC1CCCCC1)C1=CC=CC=C1 (4-(3-chlorophenyl)-6-[(2-cyclohexylethoxy)methyl]-2-phenyl-5-[(3-phenyl-2-propene-1-yl)- carbamoyl]-1,4-dihydropyrimidine). RXN SMILES: ClC1C=C([CH:8]2[C:13]([C:14](O)=[O:15])=[C:12]([CH2:17][O:18][CH2:19][CH2:20][CH:21]3[CH2:26][CH2:25][CH2:24][CH2:23][CH2:22]3)[NH:11][C:10]([C:27]3[CH:32]=[CH:31][CH:30]=[CH:29][CH:28]=3)=[N:9]2)C=CC=1.[CH2:33]([NH2:42])[CH:34]=[CH:35][C:36]1[CH:41]=[CH:40][CH:39]=[CH:38][CH:37]=1.CCN=C=NCCCN(C)C.[ClH:54].[CH:55]1[CH:56]=[CH:57][C:58]2N(O)N=N[C:59]=2[CH:60]=1>ClCCl>[Cl:54][C:55]1[CH:60]=[C:59]([CH:8]2[C:13]([C:14](=[O:15])[NH:42][CH2:33][CH:34]=[CH:35][C:36]3[CH:41]=[CH:40][CH:39]=[CH:38][CH:37]=3)=[C:12]([CH2:17][O:18][CH2:19][CH2:20][CH:21]3[CH2:26][CH2:25][CH2:24][CH2:23][CH2:22]3)[NH:11][C:10]([C:27]3[CH:32]=[CH:31][CH:30]=[CH:29][CH:28]=3)=[N:9]2)[CH:58]=[CH:57][CH:56]=1 |f:2.3|. Procedure: 110 mg (0.243 mmol) of 4-(3-chlorophenyl)-6-[(2-cyclohexylethoxy)methyl]-2-phenyl-1,4-dihydropyrimidine-5-carboxylic acid and 38.8 mg (0.292 mmol) of cinnamylamine were dissolved in 10 ml of dichloromethane. 69.9 mg (0.365 mmol) of WSC hydrochloride and 37.2 mg (0.243 mmol) of HOBT were added to the obtained solution under cooling with ice, and they were stirred at room temperature for 3 hours. The reaction mixture was diluted with dichloromethane and then washed with saturated aqueous sodium hy... The reactants are C1(CCCC1)OC=1C=C(C=CC1OC)C1=NN(C([C@H]2CC=CC[C@@H]12)=O)C1CCCC1 ((cis)-4-(3-Cyclopentyloxy-4-methoxyphenyl)-2-cyclopentyl-4a,5,8,8a-tetrahydro-2H-phthalazin-1-one), C1(=CC=C(C=C1)S(=O)(=O)O)C (p-toluenesulfonic acid). Solvent: C1(=CC=CC=C1)C (toluene). Yields the product COC1=C(C=C(C=C1)C1=NN(C([C@H]2CC=CC[C@@H]12)=O)C1CCCC1)O ((cis)-4-(4-Methoxy-3-hydroxyphenyl)-2-cyclopentyl-4a,5,8,8a-tetrahydro-2H-phthalazin-1one). RXN SMILES: C1([O:6][C:7]2[CH:8]=[C:9]([C:15]3[C@H:24]4[C@H:19]([CH2:20][CH:21]=[CH:22][CH2:23]4)[C:18](=[O:25])[N:17]([CH:26]4[CH2:30][CH2:29][CH2:28][CH2:27]4)[N:16]=3)[CH:10]=[CH:11][C:12]=2[O:13][CH3:14])CCCC1.C1(C)C=CC(S(O)(=O)=O)=CC=1>C1(C)C=CC=CC=1>[CH3:14][O:13][C:12]1[CH:11]=[CH:10][C:9]([C:15]2[C@H:24]3[C@H:19]([CH2:20][CH:21]=[CH:22][CH2:23]3)[C:18](=[O:25])[N:17]([CH:26]3[CH2:30][CH2:29][CH2:28][CH2:27]3)[N:16]=2)=[CH:8][C:7]=1[OH:6]. Reported procedure: A solution of 3.3 g of compound 21 and 2 g of p-toluenesulfonic acid in 15 ml of toluene was refluxed for 4 h. After cooling to room temperature, themixture was washed with aqueous sodium carbonate, the toluene solution was dried over magnesium sulfate and evaporated. Crystallization from diethyl ether/petroleum ether (60-80° C.). M.p. 142-144° C. Reactants: BrC=1C=C2C=CN(C2=CC1OC)S(=O)(=O)C (5-Bromo-6-methoxy-1-methylsulphonylindole). The solvent is [OH-].[Na+] (sodium hydroxide), C(C)O (ethanol). Product: BrC=1C=C2C=CNC2=CC1OC (5-Bromo-6-methoxy indole). Yield: 99.3%. RXN SMILES: [Br:1][C:2]1[CH:3]=[C:4]2[C:8](=[CH:9][C:10]=1[O:11][CH3:12])[N:7](S(C)(=O)=O)[CH:6]=[CH:5]2>[OH-].[Na+].C(O)C>[Br:1][C:2]1[CH:3]=[C:4]2[C:8](=[CH:9][C:10]=1[O:11][CH3:12])[NH:7][CH:6]=[CH:5]2 |f:1.2|. Procedure details: The 1-methylsulphonylindole (D19, 21.2 g, 69.7 mmol) was heated under reflux in a mixture of 10% aqueous sodium hydroxide solution (170 ml) and ethanol (1.0 L) for 1.5 h. The mixture was evaporated almost to dryness, and the residue was dissolved in ethyl acetate and washed with water. The organic phase was dried and evaporated to give the title compound (15.65 g, 99%), mp 110-111° C. Yield: 46.4%. Reported procedure: The compound 22 (345 mg, 1 mmol) was converted to the acetal with 1-ethoxycyclooctene (1.61 g, 10 mmol) in the same manner as the example 20 to give the compound 31 (232 mg, 46%). Rf 0.54 (Al2O3 hexane-EtOAc 4:1) PMR (CDCl3 -0.1% d5 -Py): δH1.06 (3 H, d, J 7 Hz), 1.37-1.80 (14 H, m), 3.00 (2 H, t, J 6 Hz, CH2 -Im), 3.00 (2 H, t, J 6 Hz, CH2 -Im), 3.07 (2 H, q, J 7 Hz, OCH2), 3.10 (1 H, s, J 7 Hz, (CH3)2CH), 3.51 (3 H, s, NCH.3), 3.68 (2 H, t, J 6.2 Hz, OCH2), 6.82 (2 H, d, J 1.8 Hz, arom-H), 7.1... The product is ClC=1C=C(C=C(C1)Cl)SC1=C(N=C(N1C)CCOC1(CCCCCCC1)OCC)C(C)C (5-(3,5-Dichlorophenylthio)-4-isopropyl-2-[2-(1-ethoxycyclooctyloxy)ethyl]-1-methyl-1H-imidazole). Reaction SMILES: [Cl:1][C:2]1[CH:3]=[C:4]([S:9][C:10]2[N:14]([CH3:15])[C:13]([CH2:16][CH2:17][OH:18])=[N:12][C:11]=2[CH:19]([CH3:21])[CH3:20])[CH:5]=[C:6]([Cl:8])[CH:7]=1.[CH2:22]([O:24][C:25]1[CH2:32][CH2:31][CH2:30][CH2:29][CH2:28][CH2:27][CH:26]=1)[CH3:23]>>[Cl:8][C:6]1[CH:5]=[C:4]([S:9][C:10]2[N:14]([CH3:15])[C:13]([CH2:16][CH2:17][O:18][C:25]3([O:24][CH2:22][CH3:23])[CH2:32][CH2:31][CH2:30][CH2:29][CH2:28][CH2:27][CH2:26]3)=[N:12][C:11]=2[CH:19]([CH3:21])[CH3:20])[CH:3]=[C:2]([Cl:1])[CH:7]=1. The reactants are ClC=1C=C(C=C(C1)Cl)SC1=C(N=C(N1C)CCO)C(C)C (5-(3,5-dichlorophenylthio)-4-isopropyl-2-(2-hydroxyethyl)-1-methyl-1H-imidazole), acetal, C(C)OC1=CCCCCCC1 (1-ethoxycyclooctene). Reactants: N=1C=CN2C1C=CC(=C2)C2(C(CCCC2)O)C(=NC)SCC2=CC=C(C=C2)OC (2-(imidazo[1,2-a]pyridin-6-yl)-2-((4-methoxybenzylthio)(methylimino)methyl)cyclohexanol), O (water), CC(C)([O-])C.[K+] (potassium t-butoxide), C(C1=CC=CC=C1)Br (benzyl bromide). Run in O1CCCC1 (tetrahydrofuran). Run at temperature -60 celsius, time 2.5 hour. The product is C(C1=CC=CC=C1)OC1C(CCCC1)(C(=NC)SCC1=CC=C(C=C1)OC)C=1C=CC=2N(C1)C=CN2 (2-Benzyloxy-1-(imidazo[1,2-a]pyridin-6-yl)-1-((4-methoxybenzylthio)(methylimino)methyl)cyclohexane). Isolated yield 39.0%. RXN SMILES: [N:1]1[CH:2]=[CH:3][N:4]2[CH:9]=[C:8]([C:10]3([C:17]([S:20][CH2:21][C:22]4[CH:27]=[CH:26][C:25]([O:28][CH3:29])=[CH:24][CH:23]=4)=[N:18][CH3:19])[CH2:15][CH2:14][CH2:13][CH2:12][CH:11]3[OH:16])[CH:7]=[CH:6][C:5]=12.CC(C)([O-])C.[K+].[CH2:36](Br)[C:37]1[CH:42]=[CH:41][CH:40]=[CH:39][CH:38]=1.O>O1CCCC1>[CH2:36]([O:16][CH:11]1[CH2:12][CH2:13][CH2:14][CH2:15][C:10]1([C:8]1[CH:7]=[CH:6][C:5]2[N:4]([CH:3]=[CH:2][N:1]=2)[CH:9]=1)[C:17]([S:20][CH2:21][C:22]1[CH:23]=[CH:24][C:25]([O:28][CH3:29])=[CH:26][CH:27]=1)=[N:18][CH3:19])[C:37]1[CH:42]=[CH:41][CH:40]=[CH:39][CH:38]=1 |f:1.2|. Reported procedure: 1.04 g of 2-(imidazo[1,2-a]pyridin-6-yl)-2-((4-methoxybenzylthio)(methylimino)methyl)cyclohexanol was suspended in 25 ml of tetrahydrofuran. The obtained suspension was cooled to -60° C., followed by the addition of 300 mg of potassium t-butoxide at once. The obtained mixture was stirred at -60° C. for 2.5 hours, followed by the addition of 0.32 ml of benzyl bromide. The temperature of the obtained mixture was gradually raised to 0° C. in about one hour and the resulting mixture was stirred at 0...